From a dataset of the Open Reaction Database (ORD), a public repository of structured organic reaction records. describe an organic reaction: reactants, conditions, products, and yield Reactants: C(=O)(OCC1=CC=CC=C1)N1[C@@H](CCC1)C(OC=1C=NC=CC1)O[Si](C)(C)C(C)(C)C (3-(1-CBZ-(t-butyldimethylsilyloxy)-2-(S)-pyrrolidinylmethoxy)pyridine), [F-].C(CCC)[N+](CCCC)(CCCC)CCCC (tetra-n-butylammonium fluoride), C1CCOC1 (THF). Conditions: time 2 hour. Yields the product C(=O)(OCC1=CC=CC=C1)N1[C@@H](C[C@H](C1)O)COC=1C=NC=CC1 (3-((trans-1-CBZ-4-hydroxy-2-(S)-pyrrolidinyl)methoxy)pyridine). As a reaction SMILES: [C:1]([N:11]1[CH2:15][CH2:14][CH2:13][C@H:12]1[CH:16](O[Si](C(C)(C)C)(C)C)[O:17][C:18]1[CH:19]=[N:20][CH:21]=[CH:22][CH:23]=1)([O:3][CH2:4][C:5]1[CH:10]=[CH:9][CH:8]=[CH:7][CH:6]=1)=[O:2].[F-].C([N+](CCCC)(CCCC)CCCC)CCC.C1C[O:53]CC1>>[C:1]([N:11]1[CH2:15][C@H:14]([OH:53])[CH2:13][C@H:12]1[CH2:16][O:17][C:18]1[CH:19]=[N:20][CH:21]=[CH:22][CH:23]=1)([O:3][CH2:4][C:5]1[CH:10]=[CH:9][CH:8]=[CH:7][CH:6]=1)=[O:2] |f:1.2|. Reported procedure: A 700 mg (1.6 mmol) sample of 3-(1-CBZ-(t-butyldimethylsilyloxy)-2-(S)-pyrrolidinylmethoxy)pyridine, prepared as in Example 72d above, was dissolved in 10 mL of THF and 5.0 mL (4.8 mmol) of 1 M tetra-n-butylammonium fluoride was added. The reaction mixture was stirred at room temperature for 2 hours, and the solvent was removed. The residue was purified on a column of silica gel, eluting with 3:1 ethyl acetate:hexane to give 466 mg of the title compound. MS (DCI/NH3) m/e: 328 (M+H)+. 1H NMR (CDC...